This data is from the Open Reaction Database (ORD), a public repository of structured organic reaction records. The task is: describe an organic reaction: reactants, conditions, products, and yield Starting materials: [Br-], [Br-], [Br-], ClCCl, CCCC[N+](CCCC)(CCCC)CCCC, CCc1cccc(O)c1, CCCC[N+](CCCC)(CCCC)CCCC, CCCC[N+](CCCC)(CCCC)CCCC, CO, CCOC(C)=O. Yields the product CCc1cc(O)ccc1Br. Reaction SMILES: [Br-:15].[Br-:16].[Br-:17].[CH2:10]([Cl:11])[Cl:12].[CH2:18]([N+:19]([CH2:20][CH2:21][CH2:22][CH3:23])([CH2:24][CH2:25][CH2:26][CH3:27])[CH2:28][CH2:29][CH2:30][CH3:31])[CH2:32][CH2:33][CH3:34].[CH2:1]([CH3:2])[c:3]1[cH:4][c:5]([OH:9])[cH:6][cH:7][cH:8]1.[CH2:35]([N+:36]([CH2:37][CH2:38][CH2:39][CH3:40])([CH2:41][CH2:42][CH2:43][CH3:44])[CH2:45][CH2:46][CH2:47][CH3:48])[CH2:49][CH2:50][CH3:51].[CH2:52]([N+:53]([CH2:54][CH2:55][CH2:56][CH3:57])([CH2:58][CH2:59][CH2:60][CH3:61])[CH2:62][CH2:63][CH2:64][CH3:65])[CH2:66][CH2:67][CH3:68].[CH3:13][OH:14].[CH3:69][CH2:70][O:71][C:72](=[O:73])[CH3:74]>>[CH2:1]([CH3:2])[c:3]1[cH:4][c:5]([OH:9])[cH:6][cH:7][c:8]1[Br:15].